The task is: describe an organic reaction: reactants, conditions, products, and yield. This data is from the Open Reaction Database (ORD), a public repository of structured organic reaction records. Starting materials: CC(=O)O, Cc1cc(C=O)c(Cl)cc1[N+](=O)[O-], [Na+], [Na+], O[B-]1(O)OO[B-](O)(O)OO1. The product is Cc1cc(C(=O)O)c(Cl)cc1[N+](=O)[O-]. As a reaction SMILES: [CH3:26][C:27](=[O:28])[OH:29].[Cl:1][c:2]1[c:3]([CH:4]=[O:5])[cH:6][c:7]([CH3:13])[c:8]([N+:10](=[O:11])[O-:12])[cH:9]1.[Na+:14].[Na+:15].[OH:16][B-:17]1([OH:25])[O:18][O:19][B-:20]([OH:21])([OH:22])[O:23][O:24]1>>[Cl:1][c:2]1[c:3]([C:4](=[O:5])[OH:16])[cH:6][c:7]([CH3:13])[c:8]([N+:10](=[O:11])[O-:12])[cH:9]1. Starting materials: CC(C)(C)OC(=O)N1CCC(NC(=O)OCc2ccccc2)C(O)C1, C1CCOC1, O=C(O)c1ccc([N+](=O)[O-])cc1, CC(C)OC(=O)N=NC(=O)OC(C)C, c1ccc(P(c2ccccc2)c2ccccc2)cc1. Yields the product CC(C)(C)OC(=O)N1CCC(NC(=O)OCc2ccccc2)C(OC(=O)c2ccc([N+](=O)[O-])cc2)C1. RXN SMILES: [C:1]([CH3:2])([CH3:3])([CH3:4])[O:5][C:6](=[O:7])[N:8]1[CH2:9][CH:10]([OH:25])[CH:11]([NH:14][C:15](=[O:16])[O:17][CH2:18][c:19]2[cH:20][cH:21][cH:22][cH:23][cH:24]2)[CH2:12][CH2:13]1.[CH2:71]1[O:72][CH2:73][CH2:74][CH2:75]1.[N+:45](=[O:46])([O-:47])[c:48]1[cH:49][cH:50][c:51]([C:52](=[O:53])[OH:54])[cH:55][cH:56]1.[O:57]=[C:58]([O:59][CH:60]([CH3:61])[CH3:62])[N:63]=[N:64][C:65]([O:66][CH:67]([CH3:68])[CH3:69])=[O:70].[c:26]1([P:27]([c:28]2[cH:29][cH:30][cH:31][cH:32][cH:33]2)[c:34]2[cH:35][cH:36][cH:37][cH:38][cH:39]2)[cH:40][cH:41][cH:42][cH:43][cH:44]1>>[C:1]([CH3:2])([CH3:3])([CH3:4])[O:5][C:6](=[O:7])[N:8]1[CH2:9][CH:10]([O:25][C:52]([c:51]2[cH:50][cH:49][c:48]([N+:45](=[O:46])[O-:47])[cH:56][cH:55]2)=[O:53])[CH:11]([NH:14][C:15](=[O:16])[O:17][CH2:18][c:19]2[cH:20][cH:21][cH:22][cH:23][cH:24]2)[CH2:12][CH2:13]1. Reaction conditions: time 42 hour. As a reaction SMILES: [F:1][C:2]([F:10])([F:9])[C:3]([OH:8])([CH2:6][OH:7])[CH2:4][OH:5].[C:11]([O:16]C=C)(=O)[CH2:12][CH2:13][CH3:14]>>[F:1][C:2]([F:10])([F:9])[C:3]([OH:8])([CH2:6][OH:7])[CH2:4][OH:5].[C:11]([O:5][CH2:4][C:3]([CH2:6][O:7][C:11](=[O:16])[CH2:12][CH2:13][CH3:14])([OH:8])[C:2]([F:10])([F:9])[F:1])(=[O:16])[CH2:12][CH2:13][CH3:14]. The product is FC(C(CO)(CO)O)(F)F (2-(trifluoromethyl)-1,2,3-propanetriol), triol, C(CCC)(=O)OCC(C(F)(F)F)(O)COC(CCC)=O (2-[(butanoyloxy)methyl]-3,3,3-trifluoro-2-hydroxypropyl butanoate). Reactants: FC(C(CO)(CO)O)(F)F (2-(trifluoromethyl)-1,2,3-propanetriol), C(CCC)(=O)OC=C (vinyl butyrate). Procedure: In parallel reactions, a mixture of 2-(trifluoromethyl)-1,2,3-propanetriol (100 mg), Amano PS onto Sepabeads (100 mg), vinyl butyrate (0.3 ml) and solvent (as shown in table 1 below) (1 ml) was shaken at room temperature. The reactions were analysed by 19F NMR after 42 hours to give 2-(trifluoromethyl)-1,2,3-propanetriol (triol)/title compound/2-[(butanoyloxy)methyl]-3,3,3-trifluoro-2-hydroxypropyl butanoate (diester) peak ratios shown in table 1 below. Starting materials: C([O-])([O-])=O.[Cs+].[Cs+] (caesium carbonate), CC=1C(NN=C(C1)C)=O (2,3-dihydro-4,6-dimethylpyridazin-3-one), O1COC2=C1C=CC(=C2)C(C(=O)NS(=O)(=O)C2=CC=C(C=C2)C(C)C)Br (2-(1,3-benzodioxol-5-yl)-2-bromo-N-(4-isopropylphenylsulfonyl)acetamide). Solvent: CN(C)C=O (DMF). Reaction conditions: time 2 hour. The product is O1COC2=C1C=CC(=C2)C(C(=O)NS(=O)(=O)C2=CC=C(C=C2)C(C)C)N2N=C(C=C(C2=O)C)C (2-(1,3-benzodioxol-5-yl)-2-(2,3-dihydro-4,6-dimethylpyridazin-3-on-2-yl)N-(4-isopropylphenylsulfonyl)acetamide). As a reaction SMILES: C(=O)([O-])[O-].[Cs+].[Cs+].[CH3:7][C:8]1[C:9](=[O:15])[NH:10][N:11]=[C:12]([CH3:14])[CH:13]=1.[O:16]1[C:20]2[CH:21]=[CH:22][C:23]([CH:25](Br)[C:26]([NH:28][S:29]([C:32]3[CH:37]=[CH:36][C:35]([CH:38]([CH3:40])[CH3:39])=[CH:34][CH:33]=3)(=[O:31])=[O:30])=[O:27])=[CH:24][C:19]=2[O:18][CH2:17]1>CN(C=O)C>[O:16]1[C:20]2[CH:21]=[CH:22][C:23]([CH:25]([N:10]3[C:9](=[O:15])[C:8]([CH3:7])=[CH:13][C:12]([CH3:14])=[N:11]3)[C:26]([NH:28][S:29]([C:32]3[CH:37]=[CH:36][C:35]([CH:38]([CH3:40])[CH3:39])=[CH:34][CH:33]=3)(=[O:30])=[O:31])=[O:27])=[CH:24][C:19]=2[O:18][CH2:17]1 |f:0.1.2|. Procedure: 3.3 g of caesium carbonate are added to a solution of 1.55 g of 2,3-dihydro-4,6-dimethylpyridazin-3-one (prepared according to F. H. McMillan et al., J. Am.Chem. Soc. 78, 407 (1956)) and 4.52 g of 2-(1,3-benzodioxol-5-yl)-2-bromo-N-(4-isopropylphenylsulfonyl)acetamide in 100 ml of DMF. The mixture is stirred at room temperature for 2 hours and worked up in the customary manner and 2-(1,3-benzodioxol-5-yl)-2-(2,3-dihydro-4,6-dimethylpyridazin-3-on-2-yl)N-(4-isopropylphenylsulfonyl)acetamide is ob... Reaction SMILES: [CH2:12]([c:13]1[cH:14][cH:15][cH:16][cH:17][cH:18]1)[N:19]1[CH2:20][CH2:21][NH:22][CH2:23][CH2:24]1.[CH3:36][CH2:37][O:38][C:39]([CH3:40])=[O:41].[F:1][c:2]1[c:3]([C:4](=[O:5])[O:6][CH3:7])[cH:8][cH:9][cH:10][cH:11]1.[K+:25].[K+:26].[O-:27][C:28]([O-:29])=[O:30].[O:31]=[CH:32][N:33]([CH3:34])[CH3:35].[OH2:42]>>[c:2]1([N:22]2[CH2:21][CH2:20][N:19]([CH2:12][c:13]3[cH:14][cH:15][cH:16][cH:17][cH:18]3)[CH2:24][CH2:23]2)[c:3]([C:4](=[O:5])[O:6][CH3:7])[cH:8][cH:9][cH:10][cH:11]1. Product: COC(=O)c1ccccc1N1CCN(Cc2ccccc2)CC1. Reactants: c1ccc(CN2CCNCC2)cc1, CCOC(C)=O, COC(=O)c1ccccc1F, [K+], [K+], O=C([O-])[O-], CN(C)C=O, O.